Dataset: the Open Reaction Database (ORD), a public repository of structured organic reaction records. Task: describe an organic reaction: reactants, conditions, products, and yield Procedure: A mixture of 1-bromo-3-fluoro-2-nitrobenzene (10.25 g, 46.6 mmol; Ark Pharm, Inc., Libertyville, Ill.), ethyl 2-aminoacetate hydrochloride (6.50 g, 46.6 mmol; Aldrich), and N-ethyl-N-isopropylpropan-2-amine (24.35 ml, 140 mmol) in DMA (116 ml) was heated to 80° C. for 5 h. The mixture was diluted with DCM (400 ml), added to a separatory funnel, and washed with water (4×200 ml) before the organic layer was separated, dried over Na2SO4, and concentrated to give ethyl 2-((3-bromo-2-nitrophenyl)amin... Run at temperature 80 celsius. Yields the product BrC=1C(=C(C=CC1)NCC(=O)OCC)[N+](=O)[O-] (ethyl 2-((3-bromo-2-nitrophenyl)amino)acetate). RXN SMILES: [Br:1][C:2]1[CH:7]=[CH:6][CH:5]=[C:4](F)[C:3]=1[N+:9]([O-:11])=[O:10].Cl.[NH2:13][CH2:14][C:15]([O:17][CH2:18][CH3:19])=[O:16].C(N(C(C)C)C(C)C)C>CC(N(C)C)=O.C(Cl)Cl>[Br:1][C:2]1[C:3]([N+:9]([O-:11])=[O:10])=[C:4]([NH:13][CH2:14][C:15]([O:17][CH2:18][CH3:19])=[O:16])[CH:5]=[CH:6][CH:7]=1 |f:1.2|. Reactants: BrC1=C(C(=CC=C1)F)[N+](=O)[O-] (1-bromo-3-fluoro-2-nitrobenzene), Cl.NCC(=O)OCC (ethyl 2-aminoacetate hydrochloride), C(C)N(C(C)C)C(C)C (N-ethyl-N-isopropylpropan-2-amine). The yield is 99.0%. Run in CC(=O)N(C)C (DMA), C(Cl)Cl (DCM), CC(=O)N(C)C (DMA). The reactants are ClC1=CC(=NC=N1)C(=O)NC1=C(C=C(C=C1)O)C (6-chloro-N-(4-hydroxy-2-methylphenyl)pyrimidine-4-carboxamide), ClC1=CC(=NC=N1)C(=O)NC1=C(C=C(C=C1)O)C (6-chloro-N-(4-hydroxy-2-methylphenyl)pyrimidine-4-carboxamide), CC1C(CCCC1)N (2-methylcyclohexylamine). The product is OC1=CC(=C(C=C1)NC(=O)C1=NC=NC(=C1)NC1C(CCCC1)C)C (N-(4-hydroxy-2-methylphenyl)-6-[(2-methylcyclohexyl)amino]pyrimidine-4-carboxamide). RXN SMILES: Cl[C:2]1[N:7]=[CH:6][N:5]=[C:4]([C:8]([NH:10][C:11]2[CH:16]=[CH:15][C:14]([OH:17])=[CH:13][C:12]=2[CH3:18])=[O:9])[CH:3]=1.[CH3:19][CH:20]1[CH2:25][CH2:24][CH2:23][CH2:22][CH:21]1[NH2:26]>>[OH:17][C:14]1[CH:15]=[CH:16][C:11]([NH:10][C:8]([C:4]2[CH:3]=[C:2]([NH:26][CH:21]3[CH2:22][CH2:23][CH2:24][CH2:25][CH:20]3[CH3:19])[N:7]=[CH:6][N:5]=2)=[O:9])=[C:12]([CH3:18])[CH:13]=1. Procedure details: Following the general method as outlined in Example 20, starting from 6-chloro-N-(4-hydroxy-2-methylphenyl)pyrimidine-4-carboxamide (Intermediate 8) and 2-methylcyclohexylamine (Aldrich), the title compound was obtained as a white solid after purification by column chromatography (silica) eluting with cyclohexane containing increasing amounts of EtOAc. The reactants are CO (methanol), CC1=C(C=CC(=N1)N1C[C@@H](CC1=O)NC(OCC1=CC=CC=C1)=O)[N+](=O)[O-] (benzyl (R)-[1-(6-methyl-5-nitro-pyridin-2-yl)-5-oxo-pyrrolidin-3-yl]-carbamate), [H][H] (hydrogen). Reagents/catalysts: [Ni] (Raney nickel). The solvent is C1CCOC1 (THF). Product: NC=1C=CC(=NC1C)N1C[C@@H](CC1=O)NC(OCC1=CC=CC=C1)=O (benzyl (R)-[1-(5-amino-6-methyl-pyridin-2-yl)-5-oxo-pyrrolidin-3-yl]-carbamate). RXN SMILES: [CH3:1][C:2]1[N:7]=[C:6]([N:8]2[C:12](=[O:13])[CH2:11][C@@H:10]([NH:14][C:15](=[O:24])[O:16][CH2:17][C:18]3[CH:23]=[CH:22][CH:21]=[CH:20][CH:19]=3)[CH2:9]2)[CH:5]=[CH:4][C:3]=1[N+:25]([O-])=O.CO.[H][H]>C1COCC1.[Ni]>[NH2:25][C:3]1[CH:4]=[CH:5][C:6]([N:8]2[C:12](=[O:13])[CH2:11][C@@H:10]([NH:14][C:15](=[O:24])[O:16][CH2:17][C:18]3[CH:19]=[CH:20][CH:21]=[CH:22][CH:23]=3)[CH2:9]2)=[N:7][C:2]=1[CH3:1]. Procedure details: 250 mg (0.68 mmol) benzyl (R)-[1-(6-methyl-5-nitro-pyridin-2-yl)-5-oxo-pyrrolidin-3-yl]-carbamate are dissolved in 4 ml THF and 5 mL methanol and combined with 50 mg Raney nickel. The mixture is hydrogenated in a Parr apparatus at ambient temperature at 1 bar hydrogen pressure for four hours. Then the catalyst is filtered off and the filtrate is evaporated down i. vac.. Reactants: [H-].[Na+] (Sodium hydride), BrC1=CC=C(CO)C=C1 (p-bromobenzyl alcohol), C1(=CC=C(C=C1)S(=O)(=O)Cl)C (p-toluenesulphonyl chloride). The solvent is C1(=CC=CC=C1)C (toluene). Run at time 12 hour. Yields the product S(=O)(=O)(OCC1=CC=C(C=C1)Br)C1=CC=C(C)C=C1 (p-bromobenzyl tosylate). The yield is 22.1%. RXN SMILES: [H-].[Na+].[Br:3][C:4]1[CH:11]=[CH:10][C:7]([CH2:8][OH:9])=[CH:6][CH:5]=1.[C:12]1([CH3:22])[CH:17]=[CH:16][C:15]([S:18](Cl)(=[O:20])=[O:19])=[CH:14][CH:13]=1>C1(C)C=CC=CC=1>[S:18]([C:15]1[CH:16]=[CH:17][C:12]([CH3:22])=[CH:13][CH:14]=1)([O:9][CH2:8][C:7]1[CH:10]=[CH:11][C:4]([Br:3])=[CH:5][CH:6]=1)(=[O:20])=[O:19] |f:0.1|. Procedure: Sodium hydride (257 mg, (428 mg of 60% dispersion), 10.6 mmol, 2 eq) was added to a solution of p-bromobenzyl alcohol (1 g, 5.3 mmol) in dry toluene (30 mL). Once the concomitant effervescing had ceased, p-toluenesulphonyl chloride (2.04 g, 10.6 mmol, 2 eq) was added and the mixture stirred at room temperature, 12 hours. The toluene was removed in vacuo and the residue taken up in water and extracted into ethyl acetate portions. The combined organic layers were washed (brine), dried (MgSO4), fil... Starting materials: C1(CCCCC1)C1=NN=C(S1)N=C=O (5-cyclohexyl-1,3,4-thiadiazol-2-yl isocyanate), CNN (methylhydrazine), NN (hydrazine). Solvent: C(Cl)Cl (methylene chloride). Yields the product CN(N)C(=O)NC=1SC(=NN1)C1CCCCC1 (2-methyl-4-(5-cyclohexyl-1,3,4-thiadiazol-2-yl)semicarbazide). RXN SMILES: [CH3:1][NH:2][NH2:3].[CH:4]1([C:10]2[S:14][C:13]([N:15]=[C:16]=[O:17])=[N:12][N:11]=2)[CH2:9][CH2:8][CH2:7][CH2:6][CH2:5]1.NN>C(Cl)Cl>[CH3:1][N:2]([C:16]([NH:15][C:13]1[S:14][C:10]([CH:4]2[CH2:5][CH2:6][CH2:7][CH2:8][CH2:9]2)=[N:11][N:12]=1)=[O:17])[NH2:3]. Procedure details: A solution of methylhydrazine (0.3 mole) in methylene chloride (150 ml) is charged into a glass reaction vessel equipped with a mechanical stirrer, thermometer and reflux condenser. 5-cyclohexyl-1,3,4-thiadiazol-2-yl isocyanate dimer (0.1 mole) is then added, with stirring, at room temperature. After the addition is completed the reaction mixture is heated at reflux for a period of about 4 hours. After this time the reaction mixture is stripped of solvent and excess hydrazine to yield the desire... The reactants are CCO, Cc1csc(-c2cccnc2)n1, CI. Product: Cc1csc(-c2ccc[n+](C)c2)n1, [I-]. RXN SMILES: [CH3:15][CH2:16][OH:17].[CH3:1][c:2]1[n:3][c:4](-[c:7]2[cH:8][n:9][cH:10][cH:11][cH:12]2)[s:5][cH:6]1.[I:13][CH3:14]>>[CH3:1][c:2]1[n:3][c:4](-[c:7]2[cH:8][n+:9]([CH3:14])[cH:10][cH:11][cH:12]2)[s:5][cH:6]1.[I-:13]. The reactants are O.C1(=CC=C(C=C1)S(=O)(=O)O)C (p-toluenesulfonic acid monohydrate), N1CCCC1 (Pyrrolidine), C(=O)C=1C(=C(C=CC1OC)C1=CC=CC(=N1)C(=O)OC)C (Methyl 6-(3-formyl-4-methoxy-2-methylphenyl)pyridine-2-carboxylate), CC1(CC(CC(C1)=O)=O)C (5,5-dimethylcyclohexane-1,3-dione). Run in CCCCCC (hexane), O (water), C(C)O (ethanol), C(Cl)(Cl)Cl (chloroform). Run at temperature 80 celsius, time 2 hour. Yields the product COC1=C(C(=C(C=C1)C1=CC=CC(=N1)C(=O)OC)C)C1C=2C(CC(CC2OC=2CC(CC(C12)=O)(C)C)(C)C)=O (Methyl 6-[4-methoxy-2-methyl-3-(3,3,6,6-tetramethyl-1,8-dioxo-2,3,4,5,6,7,8,9-octahydro-1H-xanthen-9-yl)phenyl]pyridine-2-carboxylate). Yield: 901.2%. As a reaction SMILES: N1[CH2:5][CH2:4][CH2:3][CH2:2]1.[CH:6]([C:8]1[C:9]([CH3:26])=[C:10]([C:16]2[N:21]=[C:20]([C:22]([O:24][CH3:25])=[O:23])[CH:19]=[CH:18][CH:17]=2)[CH:11]=[CH:12][C:13]=1[O:14][CH3:15])=O.[CH3:27][C:28]1([CH3:36])[CH2:33][C:32](=[O:34])[CH2:31][C:30](=[O:35])[CH2:29]1.[OH2:37].[C:38]1([CH3:48])[CH:43]=CC(S(O)(=O)=O)=C[CH:39]=1>C(O)C.C(Cl)(Cl)Cl.CCCCCC.O>[CH3:15][O:14][C:13]1[CH:12]=[CH:11][C:10]([C:16]2[N:21]=[C:20]([C:22]([O:24][CH3:25])=[O:23])[CH:19]=[CH:18][CH:17]=2)=[C:9]([CH3:26])[C:8]=1[CH:6]1[C:31]2[C:30](=[O:35])[CH2:29][C:28]([CH3:36])([CH3:27])[CH2:33][C:32]=2[O:34][C:2]2[CH2:39][C:38]([CH3:48])([CH3:43])[CH2:5][C:4](=[O:37])[C:3]1=2 |f:3.4|. Reported procedure: Pyrrolidine (0.018 ml, 0.22 mmol) was added to a suspension of the methyl 6-(3-formyl-4-methoxy-2-methylphenyl)pyridine-2-carboxylate produced in Example 4-2 (620 mg, 2.17 mmol) and 5,5-dimethylcyclohexane-1,3-dione (701 mg, 5.00 mmol) in ethanol (12.4 ml) at room temperature, and the mixture thus obtained was then stirred at 80° C. for 2 hours. After air-cooling, the solvent was distilled away from the reaction solution under reduced pressure. The residue thus obtained was dissolved in chlorofo... The reactants are C(C1=CC=CC=C1)NC1C=C(C(CC(C1O)(C)C)=O)C (4-benzylamino-5-hydroxy-2,6,6-trimethyl-2-cyclohepten-1-one), C=O (formalin). The solvent is C(=O)O (formic acid). Conditions: temperature 90 celsius. Yields the product OC1C(C=C(C(CC1(C)C)=O)C)N(C)CC1=CC=CC=C1 (5-hydroxy-4-(N-methylbenzylamino)-2,6,6-trimethyl-2-cyclohepten-1-one). The yield is 39.0%. RXN SMILES: [CH2:1]([NH:8][CH:9]1[CH:15]([OH:16])[C:14]([CH3:18])([CH3:17])[CH2:13][C:12](=[O:19])[C:11]([CH3:20])=[CH:10]1)[C:2]1[CH:7]=[CH:6][CH:5]=[CH:4][CH:3]=1.[CH2:21]=O>C(O)=O>[OH:16][CH:15]1[C:14]([CH3:17])([CH3:18])[CH2:13][C:12](=[O:19])[C:11]([CH3:20])=[CH:10][CH:9]1[N:8]([CH2:1][C:2]1[CH:3]=[CH:4][CH:5]=[CH:6][CH:7]=1)[CH3:21]. Reported procedure: The 4-benzylamino-5-hydroxy-2,6,6-trimethyl-2-cyclohepten-1-one obtained in Example 1 (5.86 g, 21.5 millimoles) was dissolved in formic acid (30 ml), formalin (30 ml) was added, and the mixture was heated at 90° C. for 3 hours. The reaction solution was concentrated and alkalified with a 1% aqueous sodium hydroxide solution. The aqueous solution was subjected to extraction with benzene, washed with water, and then dried over anhydrous potassium carbonate. The benzene solution was concentrated, a... The reactants are N#Cc1c(C(=O)O)cnn1-c1ccc(Br)cc1, CN. The product is CNC(=O)c1cnn(-c2ccc(Br)cc2)c1C#N. Reaction SMILES: [C:1](#[N:2])[c:3]1[c:4]([C:15](=[O:16])[OH:17])[cH:5][n:6][n:7]1-[c:8]1[cH:9][cH:10][c:11]([Br:14])[cH:12][cH:13]1.[CH3:18][NH2:19]>>[C:1](#[N:2])[c:3]1[c:4]([C:15](=[O:17])[NH:19][CH3:18])[cH:5][n:6][n:7]1-[c:8]1[cH:9][cH:10][c:11]([Br:14])[cH:12][cH:13]1. The reactants are O (water), C1(CCCCC1)C=1C=C2C(C(NC2=CC1)=O)=O (5-Cyclohexyl-1H-indole-2,3-dione), C(CO)O (ethane-1,2-diol), C1(=CC=C(C=C1)S(=O)(=O)O)C (p-toluenesulphonic acid). The solvent is C1(=CC=CC=C1)C (toluene). The product is C1(CCCCC1)C=1C=C2C3(C(NC2=CC1)=O)OCCO3 (5'-Cyclohexyl-spiro[1,3-dioxolane-2,3'-[3H]-indol]-2'(1'H)-one). As a reaction SMILES: [CH:1]1([C:7]2[CH:8]=[C:9]3[C:13](=[CH:14][CH:15]=2)[NH:12][C:11](=[O:16])[C:10]3=[O:17])[CH2:6][CH2:5][CH2:4][CH2:3][CH2:2]1.[CH2:18](O)[CH2:19][OH:20].C1(C)C=CC(S(O)(=O)=O)=CC=1.O>C1(C)C=CC=CC=1>[CH:1]1([C:7]2[CH:8]=[C:9]3[C:13](=[CH:14][CH:15]=2)[NH:12][C:11](=[O:16])[C:10]23[O:20][CH2:19][CH2:18][O:17]2)[CH2:2][CH2:3][CH2:4][CH2:5][CH2:6]1. Procedure details: 5-Cyclohexyl-1H-indole-2,3-dione (1 equivalent), ethane-1,2-diol (5 equivalents) and p-toluenesulphonic acid (0.02 equivalents) in dry toluene were heated under reflux overnight with azeotropic removal of water. The reaction mixture was cooled, washed with saturated sodium bicarbonate solution, and then worked up in the usual manner to afford the title compound.